This data is from the Open Reaction Database (ORD), a public repository of structured organic reaction records. The task is: describe an organic reaction: reactants, conditions, products, and yield Starting materials: BrC=1C2=C(C=NC1)C(CC2)NC(CC)=O ((rac)-N-(4-bromo-6,7-dihydro-5H-cyclopenta[c]pyridin-7-yl)propionamide), C(#N)C1=CC=C(C=C1)B(O)O (4-cyanophenylboronic acid). The product is C(#N)C1=CC=C(C=C1)C=1C2=C(C=NC1)C(CC2)NC(CC)=O ((rac)-N-(4-(4-Cyanophenyl)-6,7-dihydro-5H-cyclopenta[c]pyridin-7-yl)propionamide). Isolated yield 79.0%. RXN SMILES: Br[C:2]1[C:3]2[CH2:10][CH2:9][CH:8]([NH:11][C:12](=[O:15])[CH2:13][CH3:14])[C:4]=2[CH:5]=[N:6][CH:7]=1.[C:16]([C:18]1[CH:23]=[CH:22][C:21](B(O)O)=[CH:20][CH:19]=1)#[N:17]>>[C:16]([C:18]1[CH:23]=[CH:22][C:21]([C:2]2[C:3]3[CH2:10][CH2:9][CH:8]([NH:11][C:12](=[O:15])[CH2:13][CH3:14])[C:4]=3[CH:5]=[N:6][CH:7]=2)=[CH:20][CH:19]=1)#[N:17]. Procedure: In analogy to the procedure described for the preparation of example 1, (rac)-N-(4-bromo-6,7-dihydro-5H-cyclopenta[c]pyridin-7-yl)propionamide (intermediate A-4) was reacted with 4-cyanophenylboronic acid to give the title compound as light green powder in 79% yield. MS: 292.1 (M+H+). Starting materials: O1CCOC12CCC(CC2)C(CC)NS(=O)(=O)C(F)(F)F (N-(1-1,4-dioxaspiro[4.5]decan-8-ylpropyl)-1,1,1-trifluoromethanesulfonamide), Cl (HCl). The solvent is CC#N (CH3CN). Product: FC(S(=O)(=O)NC(CC)C1CCC(CC1)=O)(F)F (trifluoro-N-(1-(4-oxocyclohexyl)propyl)methanesulfonamide). RXN SMILES: O1[C:5]2([CH2:10][CH2:9][CH:8]([CH:11]([NH:14][S:15]([C:18]([F:21])([F:20])[F:19])(=[O:17])=[O:16])[CH2:12][CH3:13])[CH2:7][CH2:6]2)[O:4]CC1.Cl>CC#N>[F:20][C:18]([F:19])([F:21])[S:15]([NH:14][CH:11]([CH:8]1[CH2:9][CH2:10][C:5](=[O:4])[CH2:6][CH2:7]1)[CH2:12][CH3:13])(=[O:16])=[O:17]. Reported procedure: A solution of N-(1-1,4-dioxaspiro[4.5]decan-8-ylpropyl)-1,1,1-trifluoromethanesulfonamide (as prepared in the previous step, 47 mg, 0.14 mmol, 1.00 equiv) in CH3CN (5 mL) and HCl (2M, 1 mL) was stirred for 2 h at room temperature. The resulting mixture was concentrated under vacuum. The residue was diluted with 10 mL of aq. sodium bicarbonate (1M). The resulting solution was extracted with 2×20 mL of dichloromethane. The organic layers were combined, dried over anhydrous sodium sulfate and conce...